Dataset: the Open Reaction Database (ORD), a public repository of structured organic reaction records. Task: describe an organic reaction: reactants, conditions, products, and yield The reactants are CC1(SCC(=N1)SC)C (2,2-dimethyl-4-methylthio-3-thiazoline), N(=O)[O-].[Na+] (sodium nitrite), C(C)(=O)O (acetic acid), N(=O)[O-].[Na+] (sodium nitrite), C(C)(=O)O (acetic acid). The solvent is O (water), O (water). Reaction conditions: time 3 hour. Product: N(O)=C1C(=NC(S1)(C)C)SC (5-oxo-2,2-dimethyl-4-methylthio-3-thiazoline oxime). Reaction SMILES: [CH3:1][C:2]1([CH3:9])[N:6]=[C:5]([S:7][CH3:8])[CH2:4][S:3]1.[N:10]([O-])=[O:11].[Na+].C(O)(=O)C>O>[N:10](=[C:4]1[S:3][C:2]([CH3:9])([CH3:1])[N:6]=[C:5]1[S:7][CH3:8])[OH:11] |f:1.2|. Procedure: 6.4 g (0.04 mol) of crude 2,2-dimethyl-4-methylthio-3-thiazoline are dissolved in 40 ml of water and the solution is treated with 3.6 g (0.052 mol) of sodium nitrite and subsequently treated dropwise at 10° C. with 6.1 ml (0.11 mol) of acetic acid. After stirring the mixture for 3 hours, 3.6 g of sodium nitrite and 6.1 ml of acetic acid are added theretoand the mixture is allowed to stir for an additional 16 hours. The mixture is then diluted with water and the precipitated crystals are filtered... Reactants: C(C1=CC=CC=C1)(=O)N(CCCC(=O)O)CCCC (N-benzoyl-4-(n-butylamino)butyric acid), C(C1=CC=CC=C1)(C1=CC=CC=C1)NCCCCCC(=O)OCC (ethyl 6-benzhydrylaminocaproate), [OH-].[K+] (potassium hydroxide). Solvent: C(C)O (ethanol). Run at time 12 hour. Product: C(C1=CC=CC=C1)(=O)N(CCCC(=O)N(CCCCCC(=O)O)C(C1=CC=CC=C1)C1=CC=CC=C1)CCCC (N-[N-benzoyl-4-(n-butylamino)butyryl]-6-benzhydrylaminocaproic acid). RXN SMILES: [C:1]([N:9]([CH2:16][CH2:17][CH2:18][CH3:19])[CH2:10][CH2:11][CH2:12][C:13]([OH:15])=O)(=[O:8])[C:2]1[CH:7]=[CH:6][CH:5]=[CH:4][CH:3]=1.[CH:20]([NH:33][CH2:34][CH2:35][CH2:36][CH2:37][CH2:38][C:39]([O:41]CC)=[O:40])([C:27]1[CH:32]=[CH:31][CH:30]=[CH:29][CH:28]=1)[C:21]1[CH:26]=[CH:25][CH:24]=[CH:23][CH:22]=1.[OH-].[K+]>C(O)C>[C:1]([N:9]([CH2:16][CH2:17][CH2:18][CH3:19])[CH2:10][CH2:11][CH2:12][C:13]([N:33]([CH:20]([C:27]1[CH:32]=[CH:31][CH:30]=[CH:29][CH:28]=1)[C:21]1[CH:26]=[CH:25][CH:24]=[CH:23][CH:22]=1)[CH2:34][CH2:35][CH2:36][CH2:37][CH2:38][C:39]([OH:41])=[O:40])=[O:15])(=[O:8])[C:2]1[CH:3]=[CH:4][CH:5]=[CH:6][CH:7]=1 |f:2.3|. Procedure details: Analogously to Example 1, by using equivalent quantities, reacting N-benzoyl-4-(n-butylamino)butyric acid and ethyl 6-benzhydrylaminocaproate and suitable processing, dissolving the evaporation residue in ethanol, adding an ethanolic solution of potassium hydroxide, stirring for 12 hours at room temperature and further processing yields N-[N-benzoyl-4-(n-butylamino)butyryl]-6-benzhydrylaminocaproic acid.